Dataset: the Open Reaction Database (ORD), a public repository of structured organic reaction records. Task: describe an organic reaction: reactants, conditions, products, and yield Starting materials: CC(C)(C)OC(=O)NC1CCC(C=CC#N)CC1, C, CCO, [Pd]. The product is CC(C)(C)OC(=O)NC1CCC(CCC#N)CC1. Reaction SMILES: [C:1]([CH3:2])([CH3:3])([CH3:4])[O:5][C:6]([NH:7][CH:8]1[CH2:9][CH2:10][CH:11]([CH:14]=[CH:15][C:16]#[N:17])[CH2:12][CH2:13]1)=[O:18].[C:22].[CH3:19][CH2:20][OH:21].[Pd:23]>>[C:1]([CH3:2])([CH3:3])([CH3:4])[O:5][C:6]([NH:7][CH:8]1[CH2:9][CH2:10][CH:11]([CH2:14][CH2:15][C:16]#[N:17])[CH2:12][CH2:13]1)=[O:18]. Reactants: O=C(O)c1ccc2ocnc2c1, COC(OC)OC, Nc1cc(C(=O)O)ccc1O, O=S(Cl)Cl. Yields the product O=C(O)c1ccc2ocnc2c1, [Cl-]. As a reaction SMILES: [C:19](=[O:20])([OH:21])[c:22]1[cH:23][cH:24][c:25]2[c:26]([n:27][cH:28][o:29]2)[cH:30]1.[CH3:12][O:13][CH:14]([O:15][CH3:16])[O:17][CH3:18].[NH2:1][c:2]1[cH:3][c:4]([C:9]([OH:10])=[O:11])[cH:5][cH:6][c:7]1[OH:8].[S:31]([Cl:32])([Cl:33])=[O:34]>>[C:19](=[O:20])([OH:21])[c:22]1[cH:23][cH:24][c:25]2[c:26]([n:27][cH:28][o:29]2)[cH:30]1.[Cl-:33]. The reactants are ClC1=C(C=CC(=C1)NC1=C(C=C(C=C1)F)F)C(=O)C1=C(C=CC(=C1)N1N=NC(=C1)CCN1CCOCC1)C ([2-Chloro-4-(2,4-difluoro-phenylamino)-phenyl]-{2-methyl-5-[4-(2-morpholin-4-yl-ethyl)-[1,2,3]triazol-1-yl]-phenyl}-methanone), ClC1=C(C(=O)C=2C=C(C=CC2C)N2N=NC(=C2)CCOS(=O)(=O)C2=CC=C(C=C2)C)C=CC(=C1)NC1=C(C=C(C=C1)F)F (Toluene-4-sulfonic acid 2-(1-{3-[2-chloro-4-(2,4-difluoro-phenylamino)-benzoyl]-4-methyl-phenyl}-1H-[1,2,3]triazol-4-yl)-ethyl ester), C(CC)N (propylamine). Product: ClC1=C(C=CC(=C1)NC1=C(C=C(C=C1)F)F)C(=O)C1=C(C=CC(=C1)N1N=NC(=C1)CCNCCC)C ([2-Chloro-4-(2,4-difluoro-phenylamino)-phenyl]-{2-methyl-5-[4-(2-propylamino-ethyl)-[1,2,3]triazol-1-yl]-phenyl}-methanone). RXN SMILES: [Cl:1][C:2]1[CH:7]=[C:6]([NH:8][C:9]2[CH:14]=[CH:13][C:12]([F:15])=[CH:11][C:10]=2[F:16])[CH:5]=[CH:4][C:3]=1[C:17]([C:19]1[CH:24]=[C:23]([N:25]2[CH:29]=[C:28]([CH2:30][CH2:31][N:32]3[CH2:37][CH2:36]OCC3)[N:27]=[N:26]2)[CH:22]=[CH:21][C:20]=1[CH3:38])=[O:18].Cl[C:40]1C=C(NC2C=CC(F)=CC=2F)C=CC=1C(C1C=C(N2C=C(CCOS(C3C=CC(C)=CC=3)(=O)=O)N=N2)C=CC=1C)=O.C(N)CC>>[Cl:1][C:2]1[CH:7]=[C:6]([NH:8][C:9]2[CH:14]=[CH:13][C:12]([F:15])=[CH:11][C:10]=2[F:16])[CH:5]=[CH:4][C:3]=1[C:17]([C:19]1[CH:24]=[C:23]([N:25]2[CH:29]=[C:28]([CH2:30][CH2:31][NH:32][CH2:37][CH2:36][CH3:40])[N:27]=[N:26]2)[CH:22]=[CH:21][C:20]=1[CH3:38])=[O:18]. Procedure details: The reaction was carried out similarly as described in the preparation of compound 138, using compound 435 (0.24 mmol) and propylamine (0.5 mL). The crude product was purified by continuous gradient flash chromatography using MeOH/DCM 0:100 to 15:85 as the eluent to afford the title compound as yellow foam. Reactants: CN(CC1=C(NC2=NC=CN=C21)C2=CC=CC=C2)C (Dimethyl-(6-phenyl-5H-pyrrolo[2,3-b]pyrazin-7-ylmethyl)-amine), IC (iodomethane). Solvent: C(C)(=O)OCC (ethyl acetate), C(C)O (ethanol). Reaction conditions: temperature 0 celsius, time 2 hour. Yields the product [I-].C[N+](CC1=C(NC2=NC=CN=C21)C2=CC=CC=C2)(C)C (Trimethyl-(6-phenyl-5H-pyrrolo[2,3-b]pyrazin-7-ylmethyl)-ammonium iodide). RXN SMILES: [CH3:1][N:2]([CH3:19])[CH2:3][C:4]1[C:12]2[C:7](=[N:8][CH:9]=[CH:10][N:11]=2)[NH:6][C:5]=1[C:13]1[CH:18]=[CH:17][CH:16]=[CH:15][CH:14]=1.[I:20][CH3:21]>C(OCC)(=O)C.C(O)C>[I-:20].[CH3:1][N+:2]([CH3:21])([CH3:19])[CH2:3][C:4]1[C:12]2[C:7](=[N:8][CH:9]=[CH:10][N:11]=2)[NH:6][C:5]=1[C:13]1[CH:18]=[CH:17][CH:16]=[CH:15][CH:14]=1 |f:4.5|. Procedure details: A solution of dimethyl-(6-phenyl-5H-pyrrolo[2,3-b]pyrazin-7-ylmethyl)-amine [5.1 g, Reference Example 32] in ethyl acetate (100 mL) at 0° C. was treated with a solution of iodomethane (40 mL) in ethanol (150 mL). The resulting mixture was stirred at 0° C. for 2 hours. The precipitated solid was filtered then washed with ethyl acetate (10 mL) and then with diethyl ether (20 mL) to give the title compound as a yellow solid (4.5 g), m.p. 224-225° C. Isolated yield 64.7%. Starting materials: C(C)OC(=O)C=1C(=NN(C1Br)C(C)C)OCC1=CC=CC=C1 (3-Benzyloxy-5-bromo-1-isopropylpyrazole-4-carboxylic acid ethyl ester), [OH-].[Na+] (sodium hydroxide), Cl (hydrochloric acid). Procedure: 3-Benzyloxy-5-bromo-1-isopropylpyrazole-4-carboxylic acid ethyl ester (7.7 g) was suspended into 1,4-dioxan (19 mL), and 20% sodium hydroxide aqueous solution (19 mL) was added to the suspension. The mixture was stirred at 100° C. for 8 hours. After the mixture was cooled, the reaction mixture was poured into 2 mol/L hydrochloric acid (100 mL). The mixture was extracted with ethyl acetate. The organic layer was washed with brine and dried over anhydrous magnesium sulfate. The solvent was removed... Reaction conditions: temperature 100 celsius, time 8 hour. Reaction SMILES: C([O:3][C:4]([C:6]1[C:7]([O:15][CH2:16][C:17]2[CH:22]=[CH:21][CH:20]=[CH:19][CH:18]=2)=[N:8][N:9]([CH:12]([CH3:14])[CH3:13])[C:10]=1[Br:11])=[O:5])C.[OH-].[Na+].Cl>O1CCOCC1>[CH2:16]([O:15][C:7]1[C:6]([C:4]([OH:5])=[O:3])=[C:10]([Br:11])[N:9]([CH:12]([CH3:14])[CH3:13])[N:8]=1)[C:17]1[CH:18]=[CH:19][CH:20]=[CH:21][CH:22]=1 |f:1.2|. Yields the product C(C1=CC=CC=C1)OC1=NN(C(=C1C(=O)O)Br)C(C)C (3-Benzyloxy-5-bromo-1-isopropylpyrazole-4-carboxylic acid). Run in O1CCOCC1 (1,4-dioxan). Reactants: C1CCOC1, Cl, [Na+], [OH-], COC(=O)CNC(=O)c1ccc(C=Cc2n[nH]c3ccccc23)cc1. Product: O=C(O)CNC(=O)c1ccc(C=Cc2n[nH]c3ccccc23)cc1. RXN SMILES: [CH2:29]1[O:30][CH2:31][CH2:32][CH2:33]1.[ClH:28].[Na+:27].[OH-:26].[nH:1]1[n:2][c:3]([CH:10]=[CH:11][c:12]2[cH:13][cH:14][c:15]([C:16](=[O:17])[NH:18][CH2:19][C:20](=[O:21])[O:22][CH3:23])[cH:24][cH:25]2)[c:4]2[cH:5][cH:6][cH:7][cH:8][c:9]12>>[nH:1]1[n:2][c:3]([CH:10]=[CH:11][c:12]2[cH:13][cH:14][c:15]([C:16](=[O:17])[NH:18][CH2:19][C:20](=[O:21])[OH:22])[cH:24][cH:25]2)[c:4]2[cH:5][cH:6][cH:7][cH:8][c:9]12. The reactants are C(C=C)(=O)OC(CSC1=CC=CC=C1)CSC1=CC=CC=C1 (1,3-bis-(phenylthio)-2-propyl acrylate), C(CCCCCCCCCCC)S (dodecanethiol), O (water). Run in C(C)O (ethanol). Product: C(CCCCCCCCCCC)SCCC(=O)OC(CSC1=CC=CC=C1)CSC1=CC=CC=C1 (1,3-bis-(phenylthio)-2-propyl 3-(dodecylthio)propionate). As a reaction SMILES: [C:1]([O:5][CH:6]([CH2:15][S:16][C:17]1[CH:22]=[CH:21][CH:20]=[CH:19][CH:18]=1)[CH2:7][S:8][C:9]1[CH:14]=[CH:13][CH:12]=[CH:11][CH:10]=1)(=[O:4])[CH:2]=[CH2:3].[CH2:23]([SH:35])[CH2:24][CH2:25][CH2:26][CH2:27][CH2:28][CH2:29][CH2:30][CH2:31][CH2:32][CH2:33][CH3:34].O>C(O)C>[CH2:23]([S:35][CH2:3][CH2:2][C:1]([O:5][CH:6]([CH2:7][S:8][C:9]1[CH:10]=[CH:11][CH:12]=[CH:13][CH:14]=1)[CH2:15][S:16][C:17]1[CH:22]=[CH:21][CH:20]=[CH:19][CH:18]=1)=[O:4])[CH2:24][CH2:25][CH2:26][CH2:27][CH2:28][CH2:29][CH2:30][CH2:31][CH2:32][CH2:33][CH3:34]. Procedure: A solution of 15 grams of 1,3-bis-(phenylthio)-2-propyl acrylate, 9.2 grams of dodecanethiol, and 1 milliliter of "Triton B" in 75 milliliters of ethanol was heated under reflux for 53/4 hours. The reaction mixture was allowed to cool and was then poured into water. The oil which precipitated was separated by extraction with toluene and the toluene solution was stripped on a rotary evaporator. There remained 24.0 grams of a light colored oil which was identified as 1,3-bis-(phenylthio)-2-propyl ...